describe an organic reaction: reactants, conditions, products, and yield From a dataset of the Open Reaction Database (ORD), a public repository of structured organic reaction records. The reactants are CI (methyl iodide), C[Si]([N-][Si](C)(C)C)(C)C.[Li+] (Lithium hexamethyl disilazide), C(C1=CC=CC=C1)(=O)C=1C=C(C=CC1)NC(=O)C1N(C(SC1)C=1C=NC=CC1)C(=O)OC(C)(C)C (N-(3-benzoylphenyl) 2-(3-pyridinyl)-3-tert-butoxycarbonyl-4-thiazolidinecarboxamide), C([O-])(O)=O.[Na+] (sodium bicarbonate), example 2. Solvent: C(C)(=O)OCC (ethyl acetate), C1CCOC1 (THF). Run at time 20 minute. Yields the product C(C1=CC=CC=C1)(=O)C=1C=C(C=CC1)N(C(=O)C1N(C(SC1)C=1C=NC=CC1)C(=O)OC(C)(C)C)C (N-(3-benzoylphenyl) N-methyl 2-(3-pyridinyl)-3-tert-butoxycarbonyl-4-thiazolidinecarboxamide). The yield is 45.0%. RXN SMILES: C[Si](C)(C)[N-][Si](C)(C)C.[Li+].[C:11]([C:19]1[CH:20]=[C:21]([NH:25][C:26]([CH:28]2[CH2:32][S:31][CH:30]([C:33]3[CH:34]=[N:35][CH:36]=[CH:37][CH:38]=3)[N:29]2[C:39]([O:41][C:42]([CH3:45])([CH3:44])[CH3:43])=[O:40])=[O:27])[CH:22]=[CH:23][CH:24]=1)(=[O:18])[C:12]1[CH:17]=[CH:16][CH:15]=[CH:14][CH:13]=1.CI.[C:48](=O)(O)[O-].[Na+]>C1COCC1.C(OCC)(=O)C>[C:11]([C:19]1[CH:20]=[C:21]([N:25]([CH3:48])[C:26]([CH:28]2[CH2:32][S:31][CH:30]([C:33]3[CH:34]=[N:35][CH:36]=[CH:37][CH:38]=3)[N:29]2[C:39]([O:41][C:42]([CH3:45])([CH3:44])[CH3:43])=[O:40])=[O:27])[CH:22]=[CH:23][CH:24]=1)(=[O:18])[C:12]1[CH:17]=[CH:16][CH:15]=[CH:14][CH:13]=1 |f:0.1,4.5|. Reported procedure: Lithium hexamethyl disilazide (0.6 mL, 1.0M in hexanes) was added at 0° C. under nitrogen to a solution of N-(3-benzoylphenyl) 2-(3-pyridinyl)-3-tert-butoxycarbonyl-4-thiazolidinecarboxamide prepared as described in example 2 (202 mg, 0.41 mmol), in dry THF (4 mL, 0.1 mL). The mixture was stirred for 20 min then methyl iodide (25 μL) was added and the mixture stirred for an additional 8 hours. The reaction mixture was partioned between ethyl acetate and saturated sodium bicarbonate solution. The... The reactants are O=C(CCCCCl)c1ccc([N+](=O)[O-])cc1, O=C(Nc1cccc(C2CCNCC2)c1)C1CC1. Product: O=C(CCCCN1CCC(c2cccc(NC(=O)C3CC3)c2)CC1)c1ccc([N+](=O)[O-])cc1. As a reaction SMILES: [Cl:1][CH2:2][CH2:3][CH2:4][CH2:5][C:6](=[O:7])[c:8]1[cH:9][cH:10][c:11]([N+:14](=[O:15])[O-:16])[cH:12][cH:13]1.[NH:17]1[CH2:18][CH2:19][CH:20]([c:23]2[cH:24][c:25]([NH:29][C:30](=[O:31])[CH:32]3[CH2:33][CH2:34]3)[cH:26][cH:27][cH:28]2)[CH2:21][CH2:22]1>>[CH2:2]([CH2:3][CH2:4][CH2:5][C:6](=[O:7])[c:8]1[cH:9][cH:10][c:11]([N+:14](=[O:15])[O-:16])[cH:12][cH:13]1)[N:17]1[CH2:18][CH2:19][CH:20]([c:23]2[cH:24][c:25]([NH:29][C:30](=[O:31])[CH:32]3[CH2:33][CH2:34]3)[cH:26][cH:27][cH:28]2)[CH2:21][CH2:22]1. The reactants are C1(=CC=CC=C1)C (Toluene), BrC1=CC=C(C=C1)C1(C=2C=CC=CC2C(C2=CC3=CC=CC=C3C=C12)(O)C1=CC=C(C=C1)Br)O (5,12-bis(4-bromophenyl)-5,12-dihydroxytetracene), Stannous chloride, aqueous solution, Cl (hydrochloric acid), Cl (hydrochloric acid), stannous chloride, Cl (hydrochloric acid). Run in C(C)(=O)O (acetic acid), C(C)(=O)O (acetic acid), C(C)(=O)O (acetic acid). Product: BrC1=CC=C(C=C1)C1=C2C=CC=CC2=C(C2=CC3=CC=CC=C3C=C12)C1=CC=C(C=C1)Br (5,12-bis(4-bromophenyl)-tetracene). Yield: 81.9%. As a reaction SMILES: [Br:1][C:2]1[CH:7]=[CH:6][C:5]([C:8]2(O)[C:25]3[C:16](=[CH:17][C:18]4[C:23]([CH:24]=3)=[CH:22][CH:21]=[CH:20][CH:19]=4)[C:15]([C:27]3[CH:32]=[CH:31][C:30]([Br:33])=[CH:29][CH:28]=3)(O)[C:14]3[CH:13]=[CH:12][CH:11]=[CH:10][C:9]2=3)=[CH:4][CH:3]=1.Cl.C1(C)C=CC=CC=1>C(O)(=O)C>[Br:1][C:2]1[CH:3]=[CH:4][C:5]([C:8]2[C:25]3[C:16](=[CH:17][C:18]4[C:23]([CH:24]=3)=[CH:22][CH:21]=[CH:20][CH:19]=4)[C:15]([C:27]3[CH:28]=[CH:29][C:30]([Br:33])=[CH:31][CH:32]=3)=[C:14]3[C:9]=2[CH:10]=[CH:11][CH:12]=[CH:13]3)=[CH:6][CH:7]=1. Procedure: Into a 300-cm3 eggplant-shaped flask filled with air, 3.0 g (5.22×10−3 mol) of 5,12-bis(4-bromophenyl)-5,12-dihydroxytetracene synthesized as described above was weighed. Into the eggplant-shaped flask, 150 cm3 of acetic acid, which was used as a solvent, was poured, whereby an acetic acid solution was prepared. Stannous chloride and a 35% of aqueous solution of hydrochloric acid were mixed at a weight ratio of 1:1, whereby a hydrochloric acid solution of stannous chloride was prepared. To the a...